From a dataset of the Open Reaction Database (ORD), a public repository of structured organic reaction records. describe an organic reaction: reactants, conditions, products, and yield The reactants are solution, Cl (HCl), C(C)(C)(C)OC(=O)N1CCC(CC1)OC1=NC=C(C=C1)C1=CC=C(C=C1)F (4-[5-(4-fluorophenyl)pyridin-2-yloxy]piperidine-1-carboxylic acid tert-butyl ester). The solvent is C(C)OCC (diethyl ether), CO (methanol). Conditions: time 24 hour. Product: FC1=CC=C(C=C1)C=1C=CC(=NC1)OC1CCNCC1 (5-(4-fluorophenyl)-2-(piperidin-4-yloxy)pyridine). Yield: 80.8%. RXN SMILES: C(OC([N:8]1[CH2:13][CH2:12][CH:11]([O:14][C:15]2[CH:20]=[CH:19][C:18]([C:21]3[CH:26]=[CH:25][C:24]([F:27])=[CH:23][CH:22]=3)=[CH:17][N:16]=2)[CH2:10][CH2:9]1)=O)(C)(C)C.Cl>CO.C(OCC)C>[F:27][C:24]1[CH:23]=[CH:22][C:21]([C:18]2[CH:19]=[CH:20][C:15]([O:14][CH:11]3[CH2:12][CH2:13][NH:8][CH2:9][CH2:10]3)=[N:16][CH:17]=2)=[CH:26][CH:25]=1. Procedure: 4-[5-(4-fluorophenyl)pyridin-2-yloxy]piperidine-1-carboxylic acid tert-butyl ester (0.88 g) was dissolved in methanol (20 ml) and treated dropwise with a 1.0 M solution of HCl in diethyl ether (24 ml). After stirring for 24 h, the resultant mixture was evaporated. The residue was dissolved in 2% citric acid (30 ml) and washed with diethyl ether (2×15 ml). The aqueous phase was then basified with sodium hydroxide to pH 13 and extracted with ethyl acetate (3×30 ml). The combined ethyl acetate extr... Starting materials: [Al+3], COc1ccc(-c2cnc3ccccc3c2)cc1, [Cl-], [Cl-], [Cl-]. Reaction SMILES: [Al+3:22].[CH3:1][O:2][c:3]1[cH:4][cH:5][c:6](-[c:9]2[cH:10][n:11][c:12]3[cH:13][cH:14][cH:15][cH:16][c:17]3[cH:18]2)[cH:7][cH:8]1.[Cl-:19].[Cl-:20].[Cl-:21]>>[OH:2][c:3]1[cH:4][cH:5][c:6](-[c:9]2[cH:10][n:11][c:12]3[cH:13][cH:14][cH:15][cH:16][c:17]3[cH:18]2)[cH:7][cH:8]1. Product: Oc1ccc(-c2cnc3ccccc3c2)cc1. Reactants: N=C1N(CCC1)C (2 -imino-1 -methylpyrrolidine), ClC1=CC=C(C=C1)N=C=O (p- chlorophenylisocyanate). The solvent is C1=CC=CC=C1 (benzene). Reaction conditions: time 12.5 minute. Product: CN1C(CCC1)=NC(=O)NC1=CC=C(C=C1)Cl (1 -(1 -Methyl-2 -pyrrolidylidene)-3 -p-chlorophenylurea). Reaction SMILES: [NH:1]=[C:2]1[CH2:6][CH2:5][CH2:4][N:3]1[CH3:7].[Cl:8][C:9]1[CH:14]=[CH:13][C:12]([N:15]=[C:16]=[O:17])=[CH:11][CH:10]=1>C1C=CC=CC=1>[CH3:7][N:3]1[CH2:4][CH2:5][CH2:6][C:2]1=[N:1][C:16]([NH:15][C:12]1[CH:13]=[CH:14][C:9]([Cl:8])=[CH:10][CH:11]=1)=[O:17]. Procedure: After dissolving 14.2 g. (0.1445 mole) of 2 -imino-1 -methylpyrrolidine in anhydrous benezene, 22.2 g. (0.1445 mole) of p- chlorophenylisocyanate dissolved in anhydrous benzene is added slowly with stirring and ice-bath cooling to the above solution. Solid material forms after 10 to 15 mins. The reaction mixture is stirred at room temperature overnight. The solid is collected (m.p. = 138-141° C.) and titurated with hot CH2Cl2. The material which does not dissolve is filtered off. Removal of the ... The reactants are ClC1=NC(NN2C1=CC=C2)(N)N(C)C (4-chloro-2-dimethylaminopyrrolo[2,1-f][1,2,4]triazin-2-amine), NC1=CC=C(C(=C1)O)C (5-amino-o-cresol). Run in C(C)O (ethanol). Reaction conditions: temperature 75 celsius, time 8 hour. The product is CN(C1=NN2C(C(=N1)NC=1C=CC(=C(C1)O)C)=CC=C2)C (5-[[2-(Dimethylamino)pyrrolo[2,1-f][1,2,4]triazin-4-yl]amino]-2-methylphenol). The yield is 70.6%. As a reaction SMILES: Cl[C:2]1[C:7]2=[CH:8][CH:9]=[CH:10][N:6]2[NH:5][C:4]([N:12]([CH3:14])[CH3:13])(N)[N:3]=1.[NH2:15][C:16]1[CH:21]=[C:20]([OH:22])[C:19]([CH3:23])=[CH:18][CH:17]=1>C(O)C>[CH3:14][N:12]([CH3:13])[C:4]1[N:3]=[C:2]([NH:15][C:16]2[CH:17]=[CH:18][C:19]([CH3:23])=[C:20]([OH:22])[CH:21]=2)[C:7]2=[CH:8][CH:9]=[CH:10][N:6]2[N:5]=1. Procedure details: To a solution of 4-chloro-2-dimethylaminopyrrolo[2,1-f][1,2,4]triazin-2-amine (50 mg, 0.26 mmol) (Tetrahedron, 3037, 52, 1996, José Ma. Quintela, Maria J. Moreira and Carlos Peinador) in ethanol (2.5 mL) under argon was added 5-amino-o-cresol (35 mg, 0.28 mmol). The reaction mixture was stirred overnight at 75° C. Upon cooling, a solid precipitated which was recrystallized from warm ethanol to provide 52 mg (72%) of the title compound as white solid. MS: [M+H]+=284.2, ESI [M−H]−=282.1; 1H NMR (C...